This data is from the Open Reaction Database (ORD), a public repository of structured organic reaction records. The task is: describe an organic reaction: reactants, conditions, products, and yield The reactants are ClC1=C(C=C2C(C(=CN(C2=C1)C=C)C(=O)O)=O)F (7-chloro-6-fluoro-4-oxo-1-vinyl-1,4-dihydro-quinoline-3-carboxylic acid), N1CCOCC1 (morpholine). Solvent: CS(=O)C (dimethylsulphoxide). Reaction SMILES: Cl[C:2]1[CH:11]=[C:10]2[C:5]([C:6](=[O:17])[C:7]([C:14]([OH:16])=[O:15])=[CH:8][N:9]2[CH:12]=[CH2:13])=[CH:4][C:3]=1[F:18].[NH:19]1[CH2:24][CH2:23][O:22][CH2:21][CH2:20]1>CS(C)=O>[F:18][C:3]1[CH:4]=[C:5]2[C:10](=[CH:11][C:2]=1[N:19]1[CH2:24][CH2:23][O:22][CH2:21][CH2:20]1)[N:9]([CH:12]=[CH2:13])[CH:8]=[C:7]([C:14]([OH:16])=[O:15])[C:6]2=[O:17]. Procedure: 2.6 g of 7-chloro-6-fluoro-4-oxo-1-vinyl-1,4-dihydro-quinoline-3-carboxylic acid, 3.5 cm 3 of morpholine and 30 cm3 of dimethylsulphoxide were heated for 15 hours under reflux. The solvent was removed by distillation under reduced pressure and the residue was taken up in 20 cm3 of ethanol. The insoluble solid was separated and recrystallised from 8 cm3 of a 1:1 (by volume) mixture of methylcellosolve and ethanol. 0.4 g of 6-fluoro-7-morpholino-4-oxo-1-vinyl-1,4-dihydroquinoline-3-carboxylic acid... Product: FC=1C=C2C(C(=CN(C2=CC1N1CCOCC1)C=C)C(=O)O)=O (6-fluoro-7-morpholino-4-oxo-1-vinyl-1,4-dihydroquinoline-3-carboxylic acid). Starting materials: COc1ccc(CNc2nc3ccc(Cl)cc3nc2OC)c(OC)c1, ClCCl, O=C(O)C(F)(F)F. Yields the product COc1nc2cc(Cl)ccc2nc1N. RXN SMILES: [Cl:1][c:2]1[cH:3][c:4]2[n:5][c:6]([O:24][CH3:25])[c:7]([NH:12][CH2:13][c:14]3[cH:15][cH:16][c:17]([O:18][CH3:19])[cH:20][c:21]3[O:22][CH3:23])[n:8][c:9]2[cH:10][cH:11]1.[Cl:33][CH2:34][Cl:35].[OH:26][C:27]([C:28]([F:29])([F:30])[F:31])=[O:32]>>[Cl:1][c:2]1[cH:3][c:4]2[n:5][c:6]([O:24][CH3:25])[c:7]([NH2:12])[n:8][c:9]2[cH:10][cH:11]1. The reactants are CCCc1ccc(C=C(Br)Br)cc1, [Li]CCCC, CCCCCC, C1CCOC1, O. The product is C#Cc1ccc(CCC)cc1. As a reaction SMILES: [CH2:1]([CH2:2][CH3:3])[c:4]1[cH:5][cH:6][c:7]([CH:8]=[C:9]([Br:10])[Br:11])[cH:12][cH:13]1.[CH2:20]([Li:21])[CH2:22][CH2:23][CH3:24].[CH3:14][CH2:15][CH2:16][CH2:17][CH2:18][CH3:19].[O:26]1[CH2:27][CH2:28][CH2:29][CH2:30]1.[OH2:25]>>[CH2:1]([CH2:2][CH3:3])[c:4]1[cH:5][cH:6][c:7]([C:8]#[CH:9])[cH:12][cH:13]1. Reactants: Cl(=O)[O-].[Na+] (sodium chlorite), P(=O)(O)(O)[O-].[Na+] (sodium dihydrogenphosphate), petroleum ether ethyl acetate, FC1=C2C(=CNC2=CC(=C1C1=CC=C(C=C1)C1(CCC1)CO)F)C=O (4,6-difluoro-5-{4-[1-(hydroxymethyl)cyclobutyl]phenyl}-1H-indole-3-carbaldehyde), CC(C)=CC (2-methyl-2-butene), S(=O)([O-])[O-].[Na+].[Na+] (sodium sulfite). Run in O (water), C(C)#N (acetonitrile), C(C)(C)(C)O (tert butanol). Reaction conditions: temperature 0 celsius, time 48 hour. The product is FC1=C2C(=CNC2=CC(=C1C1=CC=C(C=C1)C1(CCC1)CO)F)C(=O)O (4,6-difluoro-5-{4-[1-(hydroxymethyl)cyclobutyl]phenyl}-1H-indole-3-carboxylic acid). Isolated yield 42.0%. As a reaction SMILES: [F:1][C:2]1[C:10]([C:11]2[CH:16]=[CH:15][C:14]([C:17]3([CH2:21][OH:22])[CH2:20][CH2:19][CH2:18]3)=[CH:13][CH:12]=2)=[C:9]([F:23])[CH:8]=[C:7]2[C:3]=1[C:4]([CH:24]=[O:25])=[CH:5][NH:6]2.CC(=CC)C.Cl([O-])=[O:32].[Na+].P([O-])(O)(O)=O.[Na+].S([O-])([O-])=O.[Na+].[Na+]>C(#N)C.C(O)(C)(C)C.O>[F:1][C:2]1[C:10]([C:11]2[CH:12]=[CH:13][C:14]([C:17]3([CH2:21][OH:22])[CH2:18][CH2:19][CH2:20]3)=[CH:15][CH:16]=2)=[C:9]([F:23])[CH:8]=[C:7]2[C:3]=1[C:4]([C:24]([OH:32])=[O:25])=[CH:5][NH:6]2 |f:2.3,4.5,6.7.8|. Procedure details: To a solution of 4,6-difluoro-5-{4-[1-(hydroxymethyl)cyclobutyl]phenyl}-1H-indole-3-carbaldehyde (34 mg, 0.10 mmol) in acetonitrile (5 mL) and tert butanol (5 mL) was added 2-methyl-2-butene (700 g, 10.0 mmol). The mixture was cooled to 0° C. with ice bath. The sodium chlorite (273 mg, 3.00 mmol) and sodium dihydrogenphosphate (360 mg, 3.00 mmol) were dissolved in water (5 mL). The aqueous was added to the organic solution and the mixture was allowed to warm to room temperature. The reaction mix... Reactants: C(C1=CC=CC=C1)[Mg]Cl (benzylmagnesium chloride), [I-].C[N+]1=CC(=C(C=C1)C)C (1,3,4-trimethylpyridinium iodide). The solvent is C1CCOC1 (THF). Run at time 18 hour. Product: C(C1=CC=CC=C1)C1N(C=CC(=C1C)C)C (2-benzyl-1,3,4-trimethyl-1,2-dihydropyridine). Reaction SMILES: [CH2:1]([Mg]Cl)[C:2]1[CH:7]=[CH:6][CH:5]=[CH:4][CH:3]=1.[I-].[CH3:11][N+:12]1[CH:17]=[CH:16][C:15]([CH3:18])=[C:14]([CH3:19])[CH:13]=1>C1COCC1>[CH2:1]([CH:13]1[C:14]([CH3:19])=[C:15]([CH3:18])[CH:16]=[CH:17][N:12]1[CH3:11])[C:2]1[CH:7]=[CH:6][CH:5]=[CH:4][CH:3]=1 |f:1.2|. Procedure: To a solution of 3.02M of benzylmagnesium chloride (2M solution) in THF was added portionwise 300 g (20 g portions) of 1,3,4-trimethylpyridinium iodide. The reaction mixture was stirred at room temperature for 18 hrs. The THF was evaporated at reduced pressure, and the resulting residue was poured into iced saturated NH4Cl. The mixture was extracted with ether and the ether solution washed with additional saturated NH4Cl. The ether solution was dried over magnesium sulfate and evaporated to dryn... Reactants: CCN(CC)c1cc(C(=O)O)cc(C)n1, C1COCCN1, O=C(O)c1cc(Cl)nc(Cl)c1. Product: Cc1cc(C(=O)O)cc(N2CCOCC2)n1. As a reaction SMILES: [CH2:1]([CH3:2])[N:3]([c:4]1[cH:5][c:6]([C:7](=[O:8])[OH:9])[cH:10][c:11]([CH3:13])[n:12]1)[CH2:14][CH3:15].[CH2:27]1[NH:28][CH2:29][CH2:30][O:31][CH2:32]1.[Cl:16][c:17]1[cH:18][c:19]([C:25](=[O:21])[OH:26])[cH:20][c:22]([Cl:23])[n:24]1>>[CH2:1]1[CH2:2][O:21][CH2:15][CH2:14][N:3]1[c:4]1[cH:5][c:6]([C:7](=[O:8])[OH:9])[cH:10][c:11]([CH3:13])[n:12]1. Starting materials: ClCCl, CC(=O)N1CCNCC1, O=C(OCc1cc(-c2ccco2)on1)n1ccnc1. Yields the product CC(=O)N1CCN(C(=O)OCc2cc(-c3ccco3)on2)CC1. RXN SMILES: [CH2:29]([Cl:30])[Cl:31].[N:20]1([C:26]([CH3:27])=[O:28])[CH2:21][CH2:22][NH:23][CH2:24][CH2:25]1.[o:1]1[c:2](-[c:6]2[cH:7][c:8]([CH2:11][O:12][C:13](=[O:14])[n:15]3[cH:16][cH:17][n:18][cH:19]3)[n:9][o:10]2)[cH:3][cH:4][cH:5]1>>[o:1]1[c:2](-[c:6]2[cH:7][c:8]([CH2:11][O:12][C:13](=[O:14])[N:23]3[CH2:22][CH2:21][N:20]([C:26]([CH3:27])=[O:28])[CH2:25][CH2:24]3)[n:9][o:10]2)[cH:3][cH:4][cH:5]1. Starting materials: ClC=1C=C(C=C(C1)C(F)(F)F)CO ((3-chloro-5-(trifluoromethyl)phenyl)methanol), O=[Si]=O (celite 545), [Cr](=O)(=O)([O-])Cl.[NH+]1=CC=CC=C1 (pyridinium chlorochromate). Solvent: C(C)OCC (diethyl ether), C(Cl)Cl (methylene chloride). Run at time 1 hour. The product is ClC=1C=C(C=O)C=C(C1)C(F)(F)F (3-chloro-5-(trifluoromethyl)benzaldehyde). Isolated yield 58.7%. As a reaction SMILES: [Cl:1][C:2]1[CH:3]=[C:4]([CH2:12][OH:13])[CH:5]=[C:6]([C:8]([F:11])([F:10])[F:9])[CH:7]=1.O=[Si]=O.[Cr](Cl)([O-])(=O)=O.[NH+]1C=CC=CC=1>C(Cl)Cl.C(OCC)C>[Cl:1][C:2]1[CH:3]=[C:4]([CH:5]=[C:6]([C:8]([F:9])([F:10])[F:11])[CH:7]=1)[CH:12]=[O:13] |f:2.3|. Procedure: To a stirred suspension of (3-chloro-5-(trifluoromethyl)phenyl)methanol (Reference Example 30, 1.98 g, 9.40 mmol) and celite 545 (6.00 g) in methylene chloride (60.0 mL) was added pyridinium chlorochromate (6.10 g, 28.30 mmol) at room temperature. After 1 h, the reaction mixture was diluted with diethyl ether (200 mL), and filtered through silica gel and the filter cake was washed with 1:1 solution of diethyl ether/hexanes. The filtrate was concentrated under reduced pressure and the residue was...